Dataset: the Open Reaction Database (ORD), a public repository of structured organic reaction records. Task: describe an organic reaction: reactants, conditions, products, and yield Starting materials: C1(CCCCC1)N(C(=O)NC=1SC(=CN1)SC#N)[C@@H]1CC[C@H](CC1)C (1-cyclohexyl-1-(trans-4-methyl-cyclohexyl)-3-(5-thiocyanato-thiazol-2-yl)-urea), SC[C@H](O)[C@H](O)CS (dithioerythritol), ClCCN1CCOCC1 (N-(2-chloroethyl)morpholine). Product: C1(CCCCC1)N(C(=O)NC=1SC(=CN1)SCCN1CCOCC1)[C@@H]1CC[C@H](CC1)C (1-Cyclohexyl-1-(trans-4-methyl-cyclohexyl)-3-[5-(2-morpholin-4-yl-ethylsulfanyl)-thiazol-2-yl]-urea). As a reaction SMILES: [CH:1]1([N:7]([C@H:19]2[CH2:24][CH2:23][C@H:22]([CH3:25])[CH2:21][CH2:20]2)[C:8]([NH:10][C:11]2[S:12][C:13]([S:16]C#N)=[CH:14][N:15]=2)=[O:9])[CH2:6][CH2:5][CH2:4][CH2:3][CH2:2]1.SC[C@@H]([C@@H](CS)O)O.Cl[CH2:35][CH2:36][N:37]1[CH2:42][CH2:41][O:40][CH2:39][CH2:38]1>>[CH:1]1([N:7]([C@H:19]2[CH2:20][CH2:21][C@H:22]([CH3:25])[CH2:23][CH2:24]2)[C:8]([NH:10][C:11]2[S:12][C:13]([S:16][CH2:35][CH2:36][N:37]3[CH2:42][CH2:41][O:40][CH2:39][CH2:38]3)=[CH:14][N:15]=2)=[O:9])[CH2:2][CH2:3][CH2:4][CH2:5][CH2:6]1. Procedure details: Prepared as described in general procedure (H) using 1-cyclohexyl-1-(trans-4-methyl-cyclohexyl)-3-(5-thiocyanato-thiazol-2-yl)-urea, dithioerythritol and N-(2-chloroethyl)morpholine The reactants are C(#N)[BH3-].[Na+] (sodium cyanoborohydride), N[C@@H](CC(=O)OCC)CC1=CC=CC=C1 (ethyl (R)-3-amino-4-phenylbutyrate), N[C@@H](CC(=O)[O-])CC1=CC=CC=C1 ((R)-3-amino-4-phenylbutyrate), C(C)(=O)O (acetic acid), C(C)(=O)[O-].[Na+] (sodium acetate), C(C1=CC=CC=C1)=O (benzaldehyde). The solvent is CO (methanol), C(C)O (ethanol). Conditions: time 1 hour. Product: C(C1=CC=CC=C1)N[C@@H](CC(=O)OCC)CC1=CC=CC=C1 (Ethyl (R)-3-benzylamino-4-phenylbutyrate). As a reaction SMILES: C([BH3-])#N.[Na+].[NH2:5][C@H:6]([CH2:13][C:14]1[CH:19]=[CH:18][CH:17]=[CH:16][CH:15]=1)[CH2:7][C:8]([O:10][CH2:11][CH3:12])=[O:9].N[C@H]([CH2:26][C:27]1[CH:32]=[CH:31][CH:30]=[CH:29][CH:28]=1)CC([O-])=O.C(O)(=O)C.C([O-])(=O)C.[Na+].C(=O)C1C=CC=CC=1>CO.C(O)C>[CH2:26]([NH:5][C@H:6]([CH2:13][C:14]1[CH:15]=[CH:16][CH:17]=[CH:18][CH:19]=1)[CH2:7][C:8]([O:10][CH2:11][CH3:12])=[O:9])[C:27]1[CH:32]=[CH:31][CH:30]=[CH:29][CH:28]=1 |f:0.1,5.6|. Procedure details: A total of 19.1 g of sodium cyanoborohydride (0.304 mol) is added in portions to a solution of 42.2 g (0.203 mmol) of ethyl (R)-3-amino-4-phenylbutyrate obtainable by esterification of the known (R)-3-amino-4-phenylbutyrate with ethanol, 11.6 ml (0.203 mol) of glacial acetic acid, 33.3 g (0.406 mol) of sodium acetate and 20.9 ml ((0.207 mol) of benzaldehyde in 400 ml of methanol at -5° to 5°. After the addition is complete, reaction is allowed to go to completion at room temperature for 1 hour. ... Reactants: O (Water), NC1=C(CNC(OC(C)(C)C)=O)C=CC(=C1)C1=NOC(=N1)C (tert-Butyl 2-amino-4-(5-methyl-1,2,4-oxadiazol-3-yl)benzylcarbamate), C([O-])([O-])=O.[K+].[K+] (potassium carbonate), C(C1=CC=CC=C1)OC(CBr)=O (benzyl-2-bromoacetate). Run in CN(C)C=O (DMF). Run at temperature 80 celsius. Product: C(C)(C)(C)OC(=O)CC1=C(C=C(C=C1)C1=NOC(=N1)C)NCC(=O)OCC1=CC=CC=C1 (Benzyl 2-(2-((tert-butoxycarbonyl)methyl)-5-(5-methyl-1,2,4-oxadiazol-3-yl)phenylamino)acetate). Yield: 165.4%. RXN SMILES: [NH2:1][C:2]1[CH:16]=[C:15]([C:17]2[N:21]=[C:20]([CH3:22])[O:19][N:18]=2)[CH:14]=[CH:13][C:3]=1[CH2:4]NC(=O)OC(C)(C)C.[C:23](=[O:26])([O-:25])[O-].[K+].[K+].[CH2:29]([O:36][C:37](=[O:40])[CH2:38]Br)[C:30]1[CH:35]=[CH:34][CH:33]=[CH:32][CH:31]=1.O>CN(C=O)C>[C:3]([O:25][C:23]([CH2:4][C:3]1[CH:13]=[CH:14][C:15]([C:17]2[N:21]=[C:20]([CH3:22])[O:19][N:18]=2)=[CH:16][C:2]=1[NH:1][CH2:38][C:37]([O:36][CH2:29][C:30]1[CH:35]=[CH:34][CH:33]=[CH:32][CH:31]=1)=[O:40])=[O:26])([CH3:13])([CH3:4])[CH3:2] |f:1.2.3|. Procedure: To a solution of compound 58b (0.57 g, 1.88 mmol) and potassium carbonate (0.519 g, 3.76 mmol) in DMF (6 mL) in a pressure tube was added benzyl-2-bromoacetate (0.447 mL, 2.8 mmol). The reaction mixture was heated at 80° C. overnight, then cooled to rt. Water was added, and the mixture was extracted with ethyl acetate (3×). The combined organics were washed with water and brine, dried, and concentrated. The residue was purified by silica gel chromatography using a gradient from 10 to 30% ethyl a... Reactants: BrCC1=CC2=C(OC3=C1C=CC=C3)C=CC=C2 (10-bromomethyl-dibenz[b,f]oxepine), CNCCC (N-methyl-N-propylamine), S(=O)(=O)([O-])C1=CC=C(C)C=C1 (Tosylate), C1(=CC=C(C=C1)S(=O)(=O)O)C (p-toluenesulfonic acid). Solvent: C(C)(=O)OCC (ethyl acetate). Yields the product S(=O)(=O)(O)C1=CC=C(C)C=C1.C1=CC=CC=2OC3=C(C(=CC21)CN(CCC)C)C=CC=C3 (N-(Dibenz[b,f]oxepin-10-ylmethyl)-N-methyl-N-propylamine tosylate). Isolated yield 68.0%. As a reaction SMILES: Br[CH2:2][C:3]1[C:9]2[CH:10]=[CH:11][CH:12]=[CH:13][C:8]=2[O:7][C:6]2[CH:14]=[CH:15][CH:16]=[CH:17][C:5]=2[CH:4]=1.[CH3:18][NH:19][CH2:20][CH2:21][CH3:22].[S:23]([C:27]1[CH:33]=[CH:32][C:30]([CH3:31])=[CH:29][CH:28]=1)([O-:26])(=[O:25])=[O:24].C1(C)C=CC(S(O)(=O)=O)=CC=1>C(OCC)(=O)C>[S:23]([C:27]1[CH:33]=[CH:32][C:30]([CH3:31])=[CH:29][CH:28]=1)([OH:26])(=[O:25])=[O:24].[CH:17]1[C:5]2[CH:4]=[C:3]([CH2:2][N:19]([CH3:18])[CH2:20][CH2:21][CH3:22])[C:9]3[CH:10]=[CH:11][CH:12]=[CH:13][C:8]=3[O:7][C:6]=2[CH:14]=[CH:15][CH:16]=1 |f:5.6|. Procedure: Preparation analogous to Example 2 from 10-bromomethyl-dibenz[b,f]oxepine and N-methyl-N-propylamine. Tosylate prepared with 1 equivalent of p-toluenesulfonic acid in ethyl acetate, crystallised from dichloromethane/tert-butyl methyl ether. Yield: 68%; melting point: 179°-180° C.; 1H-NMR (CD3OD, 200 MHz): 0.97 (t, 3H); 1.78 (m, 2H); 2.36 (s, 3H); 2.85 (s, 3H); 3.15 (mbr, 2H); 4.50 (mbr, 2H); 7.17°-7.75 (m, ca. 13H); MS: 279 (M+, free base), 250, 207. Starting materials: C(C)(=O)OC1=CC2=C3CCCCC3=CN=C2C=C1 (2-Acetoxy-7,8,9,10-tetrahydrophenanthridine), [OH-] (hydroxide). Reagents/catalysts: [Br-].C(CCC)[N+](CCCC)(CCCC)CCCC (tetra-n-butylammonium bromide). Run in CO (methanol), C(C)OCC (ethyl ether). Reaction conditions: temperature 60 celsius, time 24 hour. Yields the product OC1=CC2=C3CCCCC3=CN=C2C=C1 (2-Hydroxy-7,8,9,10-tetrahydrophenanthridine). Isolated yield 98.0%. As a reaction SMILES: C([O:4][C:5]1[CH:18]=[CH:17][C:16]2[C:7](=[C:8]3[C:13](=[CH:14][N:15]=2)[CH2:12][CH2:11][CH2:10][CH2:9]3)[CH:6]=1)(=O)C.[OH-]>CO.[Br-].C([N+](CCCC)(CCCC)CCCC)CCC.C(OCC)C>[OH:4][C:5]1[CH:18]=[CH:17][C:16]2[C:7](=[C:8]3[C:13](=[CH:14][N:15]=2)[CH2:12][CH2:11][CH2:10][CH2:9]3)[CH:6]=1 |f:3.4|. Procedure details: To a solution of Compound 274 (26.50 g, 110 mmol) in dry methanol (150 mL) was added Dowex 1×8-200 hydroxide form (0.40 g, catalytic), and tetra-n-butylammonium bromide (50 mg, catalytic), and the resulting mixutre was stirred at 60° C. for 24 hours. The reaction mixture was cooled, diluted with ethyl ether (100 mL) and filtered to give 21.47 g (98 percent) of Compound 275: white crystalline solid; mp 284°-286° C. (dec.); Rf =0.25 (silica, 50 percent ethyl acetate in dichloromethane); IR (CHC3) ... Starting materials: Br, CC(C)(C)NC(=O)C1CSCN1C(=O)OCc1ccccc1, CCOCC, CC(=O)O. Product: CC(C)(C)NC(=O)C1CSCN1. RXN SMILES: [BrH:23].[CH2:1]([O:2][C:3](=[O:4])[N:11]1[CH2:12][S:13][CH2:14][CH:15]1[C:16](=[O:17])[NH:18][C:19]([CH3:20])([CH3:21])[CH3:22])[c:5]1[cH:6][cH:7][cH:8][cH:9][cH:10]1.[CH3:24][CH2:25][O:26][CH2:27][CH3:28].[CH3:29][C:30](=[O:31])[OH:32]>>[NH:11]1[CH2:12][S:13][CH2:14][CH:15]1[C:16](=[O:17])[NH:18][C:19]([CH3:20])([CH3:21])[CH3:22].